From a dataset of the Open Reaction Database (ORD), a public repository of structured organic reaction records. describe an organic reaction: reactants, conditions, products, and yield Starting materials: [Si](C)(C)(C(C)(C)C)OC1C=C(CCC1)C=1N=CC(=NC1)N (5-(3-((tert-butyldimethylsilyl)oxy)cyclohex-1-en-1-yl)pyrazin-2-amine). Reagents/catalysts: [Pd] (Pd/C), [Pd] (Pd/C), [Pd] (Pd/C). The solvent is CO (MeOH). Reaction conditions: time 3 hour. Yields the product [Si](C)(C)(C(C)(C)C)O[C@@H]1C[C@@H](CCC1)C=1N=CC(=NC1)N (5-((1R,3S)-3-((tert-butyldimethylsilyl)oxy)cyclohexyl)pyrazin-2-amine). RXN SMILES: [Si:1]([O:8][CH:9]1[CH2:14][CH2:13][CH2:12][C:11]([C:15]2[N:16]=[CH:17][C:18]([NH2:21])=[N:19][CH:20]=2)=[CH:10]1)([C:4]([CH3:7])([CH3:6])[CH3:5])([CH3:3])[CH3:2]>CO.[Pd]>[Si:1]([O:8][C@H:9]1[CH2:14][CH2:13][CH2:12][C@@H:11]([C:15]2[N:16]=[CH:17][C:18]([NH2:21])=[N:19][CH:20]=2)[CH2:10]1)([C:4]([CH3:7])([CH3:5])[CH3:6])([CH3:3])[CH3:2]. Reported procedure: A mixture of 5-(3-((tert-butyldimethylsilyl)oxy)cyclohex-1-en-1-yl)pyrazin-2-amine (238 mg, 0.779 mmol) and Pd/C (10%) (50 mg, 0.779 mmol) in MeOH (7.79 mL) was stirred under H2 atmosphere for 3 h. LCMS indicated about 60% conversion. More Pd/C (20 mg) was added, and stirred about another 4 h. LCMS indicated still little amount of starting material left. More Pd/C (20 mg) was added and stirred overnight. Catalyst was filtered out and solvent was evaporated. The residue was purified with flash ch... Starting materials: O=C1N(C(C2=CC=CC=C12)=O)CC(C(C)(C1=CC=CC=C1)C)NC(=O)C1=CSC(=C1)C1=CC=NN1C (N-{1-[(1,3-dioxo-1,3-dihydro-2H-isoindol-2-yl)methyl]-2-methyl-2-phenylpropyl}-5-(1-methyl-1H-pyrazol-5-yl)-3-thiophenecarboxamide), NN (hydrazine). Run in CO.C1CCOC1 (MeOH THF). Reaction conditions: time 18 hour. Yields the product NCC(C(C)(C1=CC=CC=C1)C)NC(=O)C1=CSC(=C1)C1=CC=NN1C (N-[1-(aminomethyl)-2-methyl-2-phenylpropyl]-5-(1-methyl-1H-pyrazol-5-yl)-3-thiophenecarboxamide). Reaction SMILES: O=C1C2C(=CC=CC=2)C(=O)[N:3]1[CH2:12][CH:13]([NH:23][C:24]([C:26]1[CH:30]=[C:29]([C:31]2[N:35]([CH3:36])[N:34]=[CH:33][CH:32]=2)[S:28][CH:27]=1)=[O:25])[C:14]([CH3:22])([C:16]1[CH:21]=[CH:20][CH:19]=[CH:18][CH:17]=1)[CH3:15].NN>CO.C1COCC1>[NH2:3][CH2:12][CH:13]([NH:23][C:24]([C:26]1[CH:30]=[C:29]([C:31]2[N:35]([CH3:36])[N:34]=[CH:33][CH:32]=2)[S:28][CH:27]=1)=[O:25])[C:14]([CH3:22])([C:16]1[CH:17]=[CH:18][CH:19]=[CH:20][CH:21]=1)[CH3:15] |f:2.3|. Reported procedure: To a solution of N-{1-[(1,3-dioxo-1,3-dihydro-2H-isoindol-2-yl)methyl]-2-methyl-2-phenylpropyl}-5-(1-methyl-1H-pyrazol-5-yl)-3-thiophenecarboxamide (96 mg, 0.20 mmol) in MeOH/THF (20 mL, 3:1) at RT was added hydrazine (45 μL, 1.43 mmol). After stirring for 18 h at RT, the reaction mixture was adsorbed onto silica and purified via column chromatography (silica, 3% MeOH in DCM (1% NH4OH)) yielding the title compound. Reactants: COC1=C(C=CC(=C1)OC)N1C(=CC=C1C)C (1-(2,4-dimethoxyphenyl)-2,5-dimethylpyrrole), C(C)(=O)OC(C)=O (acetic anhydride), I (hydriodic acid). The product is C(C)(=O)C1=C(N(C(=C1)C)C1=C(C=C(C=C1)OC)OC)C (3-acetyl-1-(2,4dimethoxyphenyl)-2,5-dimethylpyrrole). Reaction SMILES: [CH3:1][O:2][C:3]1[CH:8]=[C:7]([O:9][CH3:10])[CH:6]=[CH:5][C:4]=1[N:11]1[C:15]([CH3:16])=[CH:14][CH:13]=[C:12]1[CH3:17].[C:18](OC(=O)C)(=[O:20])[CH3:19].I>>[C:18]([C:13]1[CH:14]=[C:15]([CH3:16])[N:11]([C:4]2[CH:5]=[CH:6][C:7]([O:9][CH3:10])=[CH:8][C:3]=2[O:2][CH3:1])[C:12]=1[CH3:17])(=[O:20])[CH3:19]. Procedure: Utilizing the general procedure outlined in EXAMPLE 1, 1-(2,4-dimethoxyphenyl)-2,5-dimethylpyrrole (2.31 g, 10 mmol), acetic anhydride (5 mL), and hydriodic acid (0.13 mL, 1.7 mmol) reacted to give 3-acetyl-1-(2,4dimethoxyphenyl)-2,5-dimethylpyrrole as a tan solid: 1H NMR (CDCl3, 500 MHz) δ 7.02 (dd, 1H), 6.59 (d, 1H), 6.55 (dd, 1H), 6.32 (s, 1H), 3.90 (s, 3H), 3.76 (s, 3H), 2.42 (s, 3H), 2.25 (s, 3H), 1.93 (s, 3H); MS (ESI) 274 (M+H)+. Reactants: ClC1=C(C=CC(=C1)[N+](=O)[O-])C1C(CC(CC1=O)(C)C)=O (2-(2'-chloro-4'-nitrophenyl)-5,5-dimethyl-1,3-cyclohexanedione), S (H2S), S (hydrogen sulfide). Run in [OH-].[NH4+] (ammonium hydroxide), C(C)O (ethanol). Conditions: time 24 hour. The product is ClC1=C(C=CC(=C1)N)C1C(CC(CC1=O)(C)C)=O (2-(2'-Chloro-4'-aminophenyl)-5,5-dimethyl-1, 3-cyclohexanedione). Isolated yield 74.7%. As a reaction SMILES: [Cl:1][C:2]1[CH:7]=[C:6]([N+:8]([O-])=O)[CH:5]=[CH:4][C:3]=1[CH:11]1[C:16](=[O:17])[CH2:15][C:14]([CH3:19])([CH3:18])[CH2:13][C:12]1=[O:20].S>[OH-].[NH4+].C(O)C>[Cl:1][C:2]1[CH:7]=[C:6]([NH2:8])[CH:5]=[CH:4][C:3]=1[CH:11]1[C:16](=[O:17])[CH2:15][C:14]([CH3:18])([CH3:19])[CH2:13][C:12]1=[O:20] |f:2.3|. Procedure: A solution of 20.0 g (0.067 mol) of 2-(2'-chloro-4'-nitrophenyl)-5,5-dimethyl-1,3-cyclohexanedione in 150 ml of concentrated ammonium hydroxide and 150 ml of ethanol was stirred at room temperature while passing hydrogen sulfide gas through the solution at such a rate that all of the H2S was absorbed. When the solution was saturated with H2S, the temperature was raised to the reflux point and H2S continuously passed slowly through the refluxing solution for 24 hours. The reaction mixture was fil...